This data is from the Open Reaction Database (ORD), a public repository of structured organic reaction records. The task is: describe an organic reaction: reactants, conditions, products, and yield The reactants are C(=O)(Cl)Cl (phosgene), C(C1=CC=CC=C1)N1CC(CC1)OC1=CC(=CC=C1)Br (1-benzyl-3-(3-bromophenoxy)pyrrolidine). Run in ice water, C1=CC=CC=C1 (benzene), C1=CC=CC=C1 (benzene), C1=CC=CC=C1 (benzene). Run at time 6 hour. The product is BrC=1C=C(OC2CN(CC2)C(=O)Cl)C=CC1 (3-(3-Bromophenoxy)-1-pyrrolidinecarbonyl Chloride). Isolated yield 188.6%. Reaction SMILES: [C:1]([Cl:4])(Cl)=[O:2].C([N:12]1[CH2:16][CH2:15][CH:14]([O:17][C:18]2[CH:23]=[CH:22][CH:21]=[C:20]([Br:24])[CH:19]=2)[CH2:13]1)C1C=CC=CC=1>C1C=CC=CC=1>[Br:24][C:20]1[CH:19]=[C:18]([CH:23]=[CH:22][CH:21]=1)[O:17][CH:14]1[CH2:15][CH2:16][N:12]([C:1]([Cl:4])=[O:2])[CH2:13]1. Procedure: To a benzene solution of 5.05 g (0.051 mole) of phosgene in 50 ml of benzene at 10° C. under nitrogen gas was added dropwise 15.5 g (0.047 mole) of 1-benzyl-3-(3-bromophenoxy)pyrrolidine in 50 ml of dry benzene. The reaction mixture was stirred for 6 hr, diluted with ice-water mixture. The benzene layer which developed was separated and dried over magnesium sulfate and concentrated in vacuo to give 27 g of oil. The oil was triturated with hot 30/60 petroleum ether and the mixture stirred overnig... Reactants: [Br-], C1CCOC1, C[Mg+], CCOC(C)=O, CC(C)CNc1nc(-c2ccccc2Cl)c(-c2ccc(Cl)cc2)cc1C#N, O=C(Cl)CCl. Product: CC(C)CN(C(=O)CCl)c1nc(-c2ccccc2Cl)c(-c2ccc(Cl)cc2)cc1C#N. Reaction SMILES: [Br-:28].[CH2:36]1[O:37][CH2:38][CH2:39][CH2:40]1.[CH3:29][Mg+:30].[CH3:41][CH2:42][O:43][C:44]([CH3:45])=[O:46].[Cl:1][c:2]1[c:3](-[c:8]2[c:9](-[c:21]3[cH:22][cH:23][c:24]([Cl:27])[cH:25][cH:26]3)[cH:10][c:11]([C:19]#[N:20])[c:12]([NH:14][CH2:15][CH:16]([CH3:17])[CH3:18])[n:13]2)[cH:4][cH:5][cH:6][cH:7]1.[Cl:31][CH2:32][C:33](=[O:34])[Cl:35]>>[Cl:1][c:2]1[c:3](-[c:8]2[c:9](-[c:21]3[cH:22][cH:23][c:24]([Cl:27])[cH:25][cH:26]3)[cH:10][c:11]([C:19]#[N:20])[c:12]([N:14]([CH2:15][CH:16]([CH3:17])[CH3:18])[C:33]([CH2:32][Cl:31])=[O:34])[n:13]2)[cH:4][cH:5][cH:6][cH:7]1. Starting materials: FC1=C(C=CC=C1S(=O)(=O)C)C1CCNCC1 (4-[2-fluoro-3-(methylsulfonyl)phenyl]piperidine), amine, Cl (hydrochloric acid), C([O-])([O-])=O.[K+].[K+] (potassium carbonate), BrCCC1OCCO1 (2-(2-bromoethyl)-1,3-dioxolan). Solvent: C(C)#N (acetonitrile). Yields the product O1C(OCC1)CCN1CCC(CC1)C1=C(C(=CC=C1)S(=O)(=O)C)F (1-[2-(1,3-DIOXOLAN-2-YL)ETHYL]-4-[2-FLUORO-3-(METHYLSULFONYL)PHENYL]-PIPERIDINE). As a reaction SMILES: [F:1][C:2]1[C:7]([S:8]([CH3:11])(=[O:10])=[O:9])=[CH:6][CH:5]=[CH:4][C:3]=1[CH:12]1[CH2:17][CH2:16][NH:15][CH2:14][CH2:13]1.C(=O)([O-])[O-].[K+].[K+].Br[CH2:25][CH2:26][CH:27]1[O:31][CH2:30][CH2:29][O:28]1.Cl>C(#N)C>[O:28]1[CH2:29][CH2:30][O:31][CH:27]1[CH2:26][CH2:25][N:15]1[CH2:16][CH2:17][CH:12]([C:3]2[CH:4]=[CH:5][CH:6]=[C:7]([S:8]([CH3:11])(=[O:10])=[O:9])[C:2]=2[F:1])[CH2:13][CH2:14]1 |f:1.2.3|. Procedure: Preparation according to Example 1: 4-[2-fluoro-3-(methylsulfonyl)phenyl]piperidine (0.42 g, 1.63 mmol), acetonitrile (20 ml), potassium carbonate (0.45 g, 3.2 mmol) and 2-(2-bromoethyl)-1,3-dioxolan (0.205 ml, 1.65 mmol). Yield: 0.18 g (31%). The amine was converted to the hydrochloric acid salt and recrystallized from ethanol/diethyl ether: M.p. 224-225° C. MS m/z (relative intensity, 70 eV) 357 (M+, 3), 270 (bp), 257 (59), 256 (27), 178 (90). Reactants: CC(C)OC(=O)CCCCn1c(=O)c(=O)[nH]c2ccc(F)cc21, O, O=[N+]([O-])O, O=S(=O)(O)O. Product: CC(C)OC(=O)CCCCn1c(=O)c(=O)[nH]c2cc([N+](=O)[O-])c(F)cc21. RXN SMILES: [O:1]=[c:2]1[n:3]([CH2:14][CH2:15][CH2:16][CH2:17][C:18](=[O:19])[O:20][CH:21]([CH3:22])[CH3:23])[c:4]2[cH:5][c:6]([F:13])[cH:7][cH:8][c:9]2[nH:10][c:11]1=[O:12].[OH2:28].[OH:24][N+:25]([O-:26])=[O:27].[S:29](=[O:30])(=[O:31])([OH:32])[OH:33]>>[O:1]=[c:2]1[n:3]([CH2:14][CH2:15][CH2:16][CH2:17][C:18](=[O:19])[O:20][CH:21]([CH3:22])[CH3:23])[c:4]2[cH:5][c:6]([F:13])[c:7]([N+:25](=[O:24])[O-:26])[cH:8][c:9]2[nH:10][c:11]1=[O:12]. The product is C(C1=CC=CC=C1)N1C2CN(CCC1CC2)C (9-benzyl-3-methyl-3,9-diazabicyclo[4.2.1]nonane). As a reaction SMILES: I[CH3:2].[CH2:3]([N:10]1[CH:16]2[CH2:17][CH2:18][CH:11]1[CH2:12][NH:13][CH2:14][CH2:15]2)[C:4]1[CH:9]=[CH:8][CH:7]=[CH:6][CH:5]=1>C1COCC1.CCOCC>[CH2:3]([N:10]1[CH:16]2[CH2:17][CH2:18][CH:11]1[CH2:12][N:13]([CH3:2])[CH2:14][CH2:15]2)[C:4]1[CH:5]=[CH:6][CH:7]=[CH:8][CH:9]=1. Run in C1CCOC1 (THF), CCOCC (ether). Reactants: resultant suspension, IC (Iodomethane), C(C1=CC=CC=C1)N1C2CNCCC1CC2 (9-benzyl-3,9-diazabicyclo[4.2.1]nonane), TEA. Reported procedure: Neat Iodomethane (0.173 ml, 2.77 mmol) was added dropwise to a stirred solution of 9-benzyl-3,9-diazabicyclo[4.2.1]nonane (0.4 g, 1.849 mmol) and TEA (2.58 ml, 18.49 mmol) in THF (5 ml). The resultant suspension was stirred at rt for 3 hrs and diluted with ether and then filtered. The filtrate was evaporated to dryness to afford 9-benzyl-3-methyl-3,9-diazabicyclo[4.2.1]nonane as a light yellow oil. LC/MS: m/e 231 (MH+). Procedure: Into a 250-mL round-bottom flask, was placed a solution of 3-(2-bromo-5-methoxyphenyl)propanenitrile (2.39 g, 10.00 mmol, 1.00 equiv) in tetrahydrofuran (40 mL). This was followed by the addition of BH3 solution in tetrahydrofuran (30 mL, 3.00 equiv) dropwise with stirring at 0° C. The resulting solution was stirred for 6 hs at 20° C. in an oil bath. The reaction was then quenched by the addition of water. The resulting solution was concentrated under vacuum. The residue was diluted in water. Th... Starting materials: BrC1=C(C=C(C=C1)OC)CCC#N (3-(2-bromo-5-methoxyphenyl)propanenitrile). The solvent is O1CCCC1 (tetrahydrofuran), O1CCCC1 (tetrahydrofuran). RXN SMILES: [Br:1][C:2]1[CH:7]=[CH:6][C:5]([O:8][CH3:9])=[CH:4][C:3]=1[CH2:10][CH2:11][C:12]#[N:13]>O1CCCC1>[Br:1][C:2]1[CH:7]=[CH:6][C:5]([O:8][CH3:9])=[CH:4][C:3]=1[CH2:10][CH2:11][CH2:12][NH2:13]. Conditions: temperature 0 celsius. Product: BrC1=C(C=C(C=C1)OC)CCCN (3-(2-Bromo-5-methoxyphenyl)propan-1-amine). The reactants are CCC(=O)Cl, CCCCOc1ccc2c(c1-c1ncnc3c(C(=O)NC4CCNCC4)c[nH]c13)OCO2. Product: CCCCOc1ccc2c(c1-c1ncnc3c(C(=O)NC4CCN(C(=O)CC)CC4)c[nH]c13)OCO2. Reaction SMILES: [C:33]([CH2:34][CH3:35])(=[O:36])[Cl:37].[NH:1]1[CH2:2][CH2:3][CH:4]([NH:7][C:8](=[O:9])[c:10]2[cH:11][nH:12][c:13]3[c:14]2[n:15][cH:16][n:17][c:18]3-[c:19]2[c:20]([O:28][CH2:29][CH2:30][CH2:31][CH3:32])[cH:21][cH:22][c:23]3[c:27]2[O:26][CH2:25][O:24]3)[CH2:5][CH2:6]1>>[N:1]1([C:33]([CH2:34][CH3:35])=[O:36])[CH2:2][CH2:3][CH:4]([NH:7][C:8](=[O:9])[c:10]2[cH:11][nH:12][c:13]3[c:14]2[n:15][cH:16][n:17][c:18]3-[c:19]2[c:20]([O:28][CH2:29][CH2:30][CH2:31][CH3:32])[cH:21][cH:22][c:23]3[c:27]2[O:26][CH2:25][O:24]3)[CH2:5][CH2:6]1. The reactants are Oc1cccc(Br)c1, CN(C)C=O, ClCc1ccccc1, [H-], [Na+], O. The product is Brc1cccc(OCc2ccccc2)c1. Reaction SMILES: [Br:3][c:4]1[cH:5][c:6]([OH:10])[cH:7][cH:8][cH:9]1.[CH3:20][N:21]([CH3:22])[CH:23]=[O:24].[Cl:11][CH2:12][c:13]1[cH:14][cH:15][cH:16][cH:17][cH:18]1.[H-:1].[Na+:2].[OH2:19]>>[Br:3][c:4]1[cH:5][c:6]([O:10][CH2:12][c:13]2[cH:14][cH:15][cH:16][cH:17][cH:18]2)[cH:7][cH:8][cH:9]1.